This data is from the Open Reaction Database (ORD), a public repository of structured organic reaction records. The task is: describe an organic reaction: reactants, conditions, products, and yield Starting materials: C(C1=CC=CC=C1)N1CCN2C1=C(C(=C(C2=O)C)NC2=C(C=C(C=C2)Br)F)[N+](=O)[O-] (1-benzyl-7-(4-bromo-2-fluoro-phenylamino)-6-methyl-8-nitro-2,3-dihydro-1H-imidazo[1,2-a]pyridin-5-one), C(C)OC(C)=O (ethylacetate). The reagents and catalysts are [Zn] (Zinc). Run in C1CCOC1 (THF), Cl (HCl). Reaction conditions: time 30 minute. Yields the product NC1=C2N(C(C(=C1NC1=C(C=C(C=C1)Br)F)C)=O)CCN2CC2=CC=CC=C2 (8-Amino-1-benzyl-7-(4-bromo-2-fluoro-phenylamino)-6-methyl-2,3-dihydro-1H-imidazo[1,2-a]pyridin-5-one). Yield: 90.2%. Reaction SMILES: [CH2:1]([N:8]1[C:12]2=[C:13]([N+:28]([O-])=O)[C:14]([NH:19][C:20]3[CH:25]=[CH:24][C:23]([Br:26])=[CH:22][C:21]=3[F:27])=[C:15]([CH3:18])[C:16](=[O:17])[N:11]2[CH2:10][CH2:9]1)[C:2]1[CH:7]=[CH:6][CH:5]=[CH:4][CH:3]=1.C(OC(=O)C)C>C1COCC1.Cl.[Zn]>[NH2:28][C:13]1[C:14]([NH:19][C:20]2[CH:25]=[CH:24][C:23]([Br:26])=[CH:22][C:21]=2[F:27])=[C:15]([CH3:18])[C:16](=[O:17])[N:11]2[CH2:10][CH2:9][N:8]([CH2:1][C:2]3[CH:3]=[CH:4][CH:5]=[CH:6][CH:7]=3)[C:12]=12. Procedure: Zinc (414 mg, 0.006 mol) was added to a stirred solution of 1-benzyl-7-(4-bromo-2-fluoro-phenylamino)-6-methyl-8-nitro-2,3-dihydro-1H-imidazo[1,2-a]pyridin-5-one (500 mg, 0.001 mol) in THF (50 mL) and concentrated HCl (1 mL). The resulting mixture was stirred at room temperature for 30 minutes. The reaction mixture was monitored by TLC (100% ethylacetate). The reaction mixture was concentrated and partitioned between ethylacetate and water. The organic layer was washed with saturated NaHCO3 solu... Reactants: ClC=1N=C(C2=C(N1)CN(C2)C(=O)OC(C)(C)C)N2[C@H](COCC2)C ((S)-tert-butyl 2-chloro-4-(3-methylmorpholino)-5H-pyrrolo[3,4-d]pyrimidine-6(7H)-carboxylate), CNC(=O)NC1=CC=C(C=C1)B1OC(C(O1)(C)C)(C)C (1-methyl-3-(4-(4,4,5,5-tetramethyl-1,3,2-dioxaborolan-2-yl)phenyl)urea). Yields the product CNC(=O)NC1=CC=C(C=C1)C=1N=C(C2=C(N1)CNC2)N2[C@H](COCC2)C ((S)-1-methyl-3-(4-(4-(3-methylmorpholino)-6,7-dihydro-5H-pyrrolo[3,4-d]pyrimidin-2-yl)phenyl)urea). RXN SMILES: Cl[C:2]1[N:3]=[C:4]([N:18]2[CH2:23][CH2:22][O:21][CH2:20][C@@H:19]2[CH3:24])[C:5]2[CH2:10][N:9](C(OC(C)(C)C)=O)[CH2:8][C:6]=2[N:7]=1.[CH3:25][NH:26][C:27]([NH:29][C:30]1[CH:35]=[CH:34][C:33](B2OC(C)(C)C(C)(C)O2)=[CH:32][CH:31]=1)=[O:28]>>[CH3:25][NH:26][C:27]([NH:29][C:30]1[CH:35]=[CH:34][C:33]([C:2]2[N:3]=[C:4]([N:18]3[CH2:23][CH2:22][O:21][CH2:20][C@@H:19]3[CH3:24])[C:5]3[CH2:10][NH:9][CH2:8][C:6]=3[N:7]=2)=[CH:32][CH:31]=1)=[O:28]. Procedure details: Method as described for example 3 using intermediate 1 and 1-methyl-3-(4-(4,4,5,5-tetramethyl-1,3,2-dioxaborolan-2-yl)phenyl)urea as starting materials. The boc protected intermediate was purified by prep HPLC (high pH).